This data is from the Open Reaction Database (ORD), a public repository of structured organic reaction records. The task is: describe an organic reaction: reactants, conditions, products, and yield The reactants are CC(C)(C)c1nc(CO)c[nH]1, ClC(Cl)Cl, C1CCOC1. RXN SMILES: [C:1]([CH3:2])([CH3:3])([CH3:4])[c:5]1[nH:6][cH:7][c:8]([CH2:10][OH:11])[n:9]1.[CH:12]([Cl:13])([Cl:14])[Cl:15].[O:16]1[CH2:17][CH2:18][CH2:19][CH2:20]1>>[C:1]([CH3:2])([CH3:3])([CH3:4])[c:5]1[nH:6][cH:7][c:8]([CH:10]=[O:11])[n:9]1. Product: CC(C)(C)c1nc(C=O)c[nH]1.